From a dataset of the Open Reaction Database (ORD), a public repository of structured organic reaction records. describe an organic reaction: reactants, conditions, products, and yield Starting materials: OC1=CC=C(C=C1)C1C(CN(CC1)C(=O)OC(C)(C)C)OCC1=C(C2=CC=CC=C2C=C1)OCCOC (tert-butyl (3RS,4RS)-4-(4-hydroxy-phenyl)-3-[1-(2-methoxy-ethoxy)-naphthalen-2-ylmethoxy]-piperidine-1-carboxylate), Example 44 ( e ), BrCC=1C=C(C#N)C=CC1 (3-bromomethyl-benzonitrile). Reagents/catalysts: CC(=O)O.CC(=O)O.C1=CC=C(C=C1)P(C2=CC=CC=C2)C3=CC=CC=C3.C1=CC=C(C=C1)P(C2=CC=CC=C2)C3=CC=CC=C3.[Pd] (bis-(triphenylphosphine)-palladium(II) diacetate). Yields the product C(#N)C=1C=C(COC2=CC=C(C=C2)C2C(CN(CC2)C(=O)OC(C)(C)C)OCC2=C(C3=CC=CC=C3C=C2)OCCOC)C=CC1 (tert-butyl (3RS,4RS)-4-[4-(3-cyano-benzyloxy)-phenyl]-3-[1-(2-methoxy-ethoxy)-naphthalen-2-ylmethoxy]-piperidine-1-carboxylate). Reaction SMILES: [OH:1][C:2]1[CH:7]=[CH:6][C:5]([CH:8]2[CH2:13][CH2:12][N:11]([C:14]([O:16][C:17]([CH3:20])([CH3:19])[CH3:18])=[O:15])[CH2:10][CH:9]2[O:21][CH2:22][C:23]2[CH:32]=[CH:31][C:30]3[C:25](=[CH:26][CH:27]=[CH:28][CH:29]=3)[C:24]=2[O:33][CH2:34][CH2:35][O:36][CH3:37])=[CH:4][CH:3]=1.Br[CH2:39][C:40]1[CH:41]=[C:42]([CH:45]=[CH:46][CH:47]=1)[C:43]#[N:44]>CC(O)=O.CC(O)=O.C1C=CC(P(C2C=CC=CC=2)C2C=CC=CC=2)=CC=1.C1C=CC(P(C2C=CC=CC=2)C2C=CC=CC=2)=CC=1.[Pd]>[C:43]([C:42]1[CH:41]=[C:40]([CH:47]=[CH:46][CH:45]=1)[CH2:39][O:1][C:2]1[CH:3]=[CH:4][C:5]([CH:8]2[CH2:13][CH2:12][N:11]([C:14]([O:16][C:17]([CH3:20])([CH3:19])[CH3:18])=[O:15])[CH2:10][CH:9]2[O:21][CH2:22][C:23]2[CH:32]=[CH:31][C:30]3[C:25](=[CH:26][CH:27]=[CH:28][CH:29]=3)[C:24]=2[O:33][CH2:34][CH2:35][O:36][CH3:37])=[CH:6][CH:7]=1)#[N:44] |f:2.3.4.5.6|. Reported procedure: In an analogous manner to that described in Example 1 (g), by alkylating tert-butyl (3RS,4RS)-4-(4-allyloxy-phenyl)-3-hydroxy-piperidine-1-carboxylate [Example 86 (b)] with 2-chloromethyl-1-(2-methoxy-ethoxy)-naphthalene there was obtained (3RS,4RS)-4-(4-allyloxy-phenyl)-3-[1-(2-methoxy-ethoxy)-naphthalen-2-ylmethoxy)-piperidine-1-carboxylate, from which after cleavage of the allyl group by means of bis-(triphenylphosphine)-palladium(II) diacetate analogously to Example 152 (e) there resulted te... The reactants are [OH-].[Na+] (sodium hydroxide), BrC(C(=O)NCC(C)C)CCBr (rac-2,4-Dibromo-N-isobutyl-butyramide), ice water. Solvent: ClCCl (dichloromethane). Reaction conditions: time 4 hour. Yields the product BrC1C(N(CC1)CC(C)C)=O (rac-3-Bromo-1-isobutyl-pyrrolidine-2-one). As a reaction SMILES: [Br:1][CH:2]([CH2:10][CH2:11]Br)[C:3]([NH:5][CH2:6][CH:7]([CH3:9])[CH3:8])=[O:4].[OH-].[Na+]>ClCCl>[Br:1][CH:2]1[CH2:10][CH2:11][N:5]([CH2:6][CH:7]([CH3:9])[CH3:8])[C:3]1=[O:4] |f:1.2|. Procedure: 4.48 g (14.9 mmol) rac-2,4-Dibromo-N-isobutyl-butyramide were dissolved in 40 ml dichloromethane, then 17.3 ml of 50% sodium hydroxide solution and 0.48 g Dowex 2×10 were added. The mixture was stirred vigorously for 4 h at room temperature. Afterwards the mixture was poured into 50 ml ice/water an the phases were separated. The aqueous phase was extracted thrice with 20 ml dichloromethane, and the combined organic phases were washed once with 20 ml water, once with 20 ml brine and dried over ma... The reagents and catalysts are CN(C1=CC=NC=C1)C (4-dimethylaminopyridine). The reactants are NC1=CC=C2CCCN(C2=C1)CCN(C)C (7-amino-1-(2-dimethylaminoethyl)-1,2,3,4-tetrahydroquinoline), C1(=CC=C(C=C1)C(=O)O)C1=CC=CC=C1 (4-biphenylcarboxylic acid), Cl.CN(CCCN=C=NCC)C (1-(3-dimethylaminopropyl)-3-ethylcarbodiimide hydrochloride). The product is CN(CCN1CCCC2=CC=C(C=C12)NC(=O)C1=CC=C(C=C1)C1=CC=CC=C1)C (N-[1-(2-Dimethylaminoethyl)-1,2,3,4-tetrahydroquinolin-7-yl]-4-biphenyl-carboxamide). As a reaction SMILES: [NH2:1][C:2]1[CH:11]=[C:10]2[C:5]([CH2:6][CH2:7][CH2:8][N:9]2[CH2:12][CH2:13][N:14]([CH3:16])[CH3:15])=[CH:4][CH:3]=1.[C:17]1([C:26]2[CH:31]=[CH:30][CH:29]=[CH:28][CH:27]=2)[CH:22]=[CH:21][C:20]([C:23](O)=[O:24])=[CH:19][CH:18]=1.Cl.CN(C)CCCN=C=NCC>C(Cl)Cl.CN(C)C1C=CN=CC=1>[CH3:15][N:14]([CH3:16])[CH2:13][CH2:12][N:9]1[C:10]2[C:5](=[CH:4][CH:3]=[C:2]([NH:1][C:23]([C:20]3[CH:21]=[CH:22][C:17]([C:26]4[CH:27]=[CH:28][CH:29]=[CH:30][CH:31]=4)=[CH:18][CH:19]=3)=[O:24])[CH:11]=2)[CH2:6][CH2:7][CH2:8]1 |f:2.3|. Conditions: time 8 hour. The solvent is C(Cl)Cl (DCM). Procedure: To a solution of 7-amino-1-(2-dimethylaminoethyl)-1,2,3,4-tetrahydroquinoline (D14) (38 mg, 0.152 mmol) in DCM (1 ml) was added 4-biphenylcarboxylic acid (45 mg, 0.22 mmol), 1-(3-dimethylaminopropyl)-3-ethylcarbodiimide hydrochloride (42 mg, 0.22 mmol) and 4-dimethylaminopyridine (2.8 mg, 0.022 mmol) and the reaction stirred at ambient temperature overnight. The crude reaction mixture was loaded directly onto a silica SPE column and elution with EtOAc followed by 1% triethylamine/EtOAc gave the ... Starting materials: [OH-].[K+] (Potassium hydroxide), CI (Methyl iodide), Cl (HCl), Cl.OC=1C(=NC=CC1)CO (3-Hydroxy-2-hydroxymethyl pyridine hydrochloride). Solvent: CS(=O)C (DMSO), CS(=O)C (DMSO). The product is OCC1=NC=CC=C1OC (2-Hydroxymethyl-3-methoxy pyridine). The yield is 31.3%. Reaction SMILES: [OH-].[K+].Cl.[OH:4][C:5]1[C:6]([CH2:11][OH:12])=[N:7][CH:8]=[CH:9][CH:10]=1.[CH3:13]I.Cl>CS(C)=O>[OH:12][CH2:11][C:6]1[C:5]([O:4][CH3:13])=[CH:10][CH:9]=[CH:8][N:7]=1 |f:0.1,2.3|. Reported procedure: Potassium hydroxide (41.66 g ,0.744 mol) was ground under nitrogen and stirred in DMSO (130 ml, anhydrous) for 20 min. 3-Hydroxy-2-hydroxymethyl pyridine hydrochloride [Aldrich] (47 g, 0.248 mol) was added and stirred for 30 rain in an ice bath. Methyl iodide (35.2 g, 0.248 mol, 15.43 ml) in DMSO (20 ml) was added dropwise to the solution and then allowed to stir overnight at room temperature. 5N HCl was added to pH 1 and the solution was extracted with dichloromethane (5×500 ml). The aqueous wa... Starting materials: CCO, CC(C)(C)OC(=O)NC1CN(C2CCCCC2)c2ccccc2N(CC(=O)C2CCCCC2)C1=O. The product is NC1CN(C2CCCCC2)c2ccccc2N(CC(=O)C2CCCCC2)C1=O. Reaction SMILES: [CH3:36][CH2:37][OH:38].[CH:1]1([C:7](=[O:8])[CH2:9][N:10]2[C:11](=[O:35])[CH:12]([NH:27][C:28]([O:29][C:30]([CH3:31])([CH3:32])[CH3:33])=[O:34])[CH2:13][N:14]([CH:21]3[CH2:22][CH2:23][CH2:24][CH2:25][CH2:26]3)[c:15]3[c:16]2[cH:17][cH:18][cH:19][cH:20]3)[CH2:2][CH2:3][CH2:4][CH2:5][CH2:6]1>>[CH:1]1([C:7](=[O:8])[CH2:9][N:10]2[C:11](=[O:35])[CH:12]([NH2:27])[CH2:13][N:14]([CH:21]3[CH2:22][CH2:23][CH2:24][CH2:25][CH2:26]3)[c:15]3[c:16]2[cH:17][cH:18][cH:19][cH:20]3)[CH2:2][CH2:3][CH2:4][CH2:5][CH2:6]1. The reactants are CC(C)(C)[Si](C)(C)OCCCBr, ClCCl, CC(C)=O, [K+], [OH-], Nc1nc2ccccc2[nH]1. The product is CC(C)(C)[Si](C)(C)OCCCn1c(N)nc2ccccc21. Reaction SMILES: [Br:13][CH2:14][CH2:15][CH2:16][O:17][Si:18]([CH3:19])([CH3:20])[C:21]([CH3:22])([CH3:23])[CH3:24].[CH2:25]([Cl:26])[Cl:27].[CH3:28][C:29](=[O:30])[CH3:31].[K+:12].[OH-:11].[nH:1]1[c:2]([NH2:10])[n:3][c:4]2[c:5]1[cH:6][cH:7][cH:8][cH:9]2>>[n:1]1([CH2:14][CH2:15][CH2:16][O:17][Si:18]([CH3:19])([CH3:20])[C:21]([CH3:22])([CH3:23])[CH3:24])[c:2]([NH2:10])[n:3][c:4]2[c:5]1[cH:6][cH:7][cH:8][cH:9]2. The reactants are FC(F)(F)c1ccc(-c2cc(Cl)ncn2)cc1, [H-], Nc1ccccc1O, [Na+], CN(C)C=O, O. The product is Nc1ccccc1Oc1cc(-c2ccc(C(F)(F)F)cc2)ncn1. As a reaction SMILES: [Cl:1][c:2]1[n:3][cH:4][n:5][c:6](-[c:8]2[cH:9][cH:10][c:11]([C:14]([F:15])([F:16])[F:17])[cH:12][cH:13]2)[cH:7]1.[H-:26].[NH2:18][c:19]1[cH:20][cH:21][cH:22][cH:23][c:24]1[OH:25].[Na+:27].[O:28]=[CH:29][N:30]([CH3:31])[CH3:32].[OH2:33]>>[c:2]1([O:25][c:24]2[c:19]([NH2:18])[cH:20][cH:21][cH:22][cH:23]2)[n:3][cH:4][n:5][c:6](-[c:8]2[cH:9][cH:10][c:11]([C:14]([F:15])([F:16])[F:17])[cH:12][cH:13]2)[cH:7]1. Reactants: O (water), COS(=O)(=O)[O-].C[S+](C)C (trimethylsulfonium methylsulfate), [OH-].[Na+] (sodium hydroxide), CC(=C(C1=C(C=CC=C1)Cl)C(=O)C1=CC=C(C=C1)Cl)C1=CC=CC=C1 (4-chlorophenyl β-methyl-2-chlorophenylstyryl ketone), C(Cl)Cl (methylene chloride). Conditions: temperature 20 celsius, time 13.5 hour. Product: ClC1=CC=C(C=C1)C1(OC1)C(=CC1=C(C=CC=C1)Cl)C (2-(4-chlorophenyl)-2-(1-methyl-2-[2-chlorophenyl]-ethenyl)-oxirane). Yield: 83.0%. Reaction SMILES: [CH3:1][O:2]S([O-])(=O)=O.C[S+](C)C.[OH-].[Na+].C[C:14]([C:32]1[CH:37]=[CH:36][CH:35]=[CH:34][CH:33]=1)=[C:15]([C:23]([C:25]1[CH:30]=[CH:29][C:28]([Cl:31])=[CH:27][CH:26]=1)=O)[C:16]1C=CC=CC=1Cl.O.C(Cl)[Cl:40]>>[Cl:31][C:28]1[CH:29]=[CH:30][C:25]([C:23]2([C:15]([CH3:16])=[CH:14][C:32]3[CH:37]=[CH:36][CH:35]=[CH:34][C:33]=3[Cl:40])[CH2:1][O:2]2)=[CH:26][CH:27]=1 |f:0.1,2.3|. Procedure details: 54 g of trimethylsulfonium methylsulfate and 120 ml of sodium hydroxide solution (50% strength by weight) are added to a solution of 84 g of 4-chlorophenyl β-methyl-2-chlorophenylstyryl ketone in 300 ml of methylene chloride. The reaction mixture is stirred for 12-15 hours at room temperature (20° C.), after which 300 ml of water are added to the solution and the organic phase is separated off. The organic phase isolated is washed twice with water, dried over sodium sulfate and evaporated down, ... The reactants are C(C)N(C(C1=C(C(=CC=C1)C)C)=O)CC (N,N-diethyl-2,3-dimethylbenzamide), C(#N)CCN1C[C@H](CC1)O ((S)-1-(2-cyanoethyl)-3-hydroxypyrrolidine). The product is O[C@@H]1CN(CC1)CCC=1NC(C2=CC=CC(=C2C1)C)=O ((S)-3-[2-(3-hydroxypyrrolidin-1-yl)ethyl]-5-methyl-2H-isoquinolin-1-one). Isolated yield 7.3%. Reaction SMILES: C([N:3]([CH2:14][CH3:15])[C:4](=[O:13])[C:5]1[CH:10]=[CH:9][CH:8]=[C:7]([CH3:11])[C:6]=1[CH3:12])C.C(C[CH2:19][N:20]1[CH2:24][CH2:23][C@H:22]([OH:25])[CH2:21]1)#N>>[OH:25][C@H:22]1[CH2:23][CH2:24][N:20]([CH2:19][CH2:15][C:14]2[NH:3][C:4](=[O:13])[C:5]3[C:6]([CH:12]=2)=[C:7]([CH3:11])[CH:8]=[CH:9][CH:10]=3)[CH2:21]1. Procedure details: By the reaction in the same manner as in Example 1a, using N,N-diethyl-2,3-dimethylbenzamide (4.07 g) and (S)-1-(2-cyanoethyl)-3-hydroxypyrrolidine (1.6 g), (S)-3-[2-(3-hydroxypyrrolidin-1-yl)ethyl]-5-methyl-2H-isoquinolin-1-one (0.228 g) was obtained. The reactants are C(C)OC(=O)C=1NC=C(C1)F (4-fluoro-1H-pyrrole-2-carboxylic acid ethyl ester), CC(C)(C)[O-].[K+] (potassium tert-butylate), ClN (chloroamine). Run in CN(C)C=O (DMF). Run at time 90 minute. Product: C(C)OC(=O)C=1N(C=C(C1)F)N (1-amino-4-fluoro-1H-pyrrole-2-carboxylic acid ethyl ester). Reaction SMILES: [CH2:1]([O:3][C:4]([C:6]1[NH:7][CH:8]=[C:9]([F:11])[CH:10]=1)=[O:5])[CH3:2].CC([O-])(C)C.[K+].Cl[NH2:19]>CN(C=O)C>[CH2:1]([O:3][C:4]([C:6]1[N:7]([NH2:19])[CH:8]=[C:9]([F:11])[CH:10]=1)=[O:5])[CH3:2] |f:1.2|. Procedure details: To a solution of 4-fluoro-1H-pyrrole-2-carboxylic acid ethyl ester (1.57 g, 10.0 mmol) in 20 ml DMF is added potassium tert-butylate (2.24 g, 20.0 mmol) under nitrogen. After stirring at room temperature for 90 minutes, the chloroamine solution from above (110 ml, ca. 25 mmol) is added slowly, after which the mixture is stirred for 5 minutes at room temperature. The reaction mixture is partitioned between saturated sodium bisulfite solution and tert-butyl methyl ether. The organic phase is dried...